From a dataset of the Open Reaction Database (ORD), a public repository of structured organic reaction records. describe an organic reaction: reactants, conditions, products, and yield Starting materials: Cl.CNC=1OC=C(N1)C1=CC=C(CN)C=C1 (4-(2-methylamino-oxazol-4-yl)-benzylamine hydrochloride), C([O-])([O-])=O.[Cs+].[Cs+] (cesium carbonate), ClC1=C(C2=C(CCN(CC2)C(C(F)(F)F)=O)C=C1)OS(=O)(=O)C(F)(F)F (7-chloro-3-(2,2,2-trifluoroacetyl)-6-trifluoromethanesulfonyloxy-2,3,4,5-tetrahydro-1H-benzo[d]azepine), C=1C=CC(=CC1)P(C=2C=CC=CC2)C3=CC=C4C=CC=CC4=C3C5=C6C=CC=CC6=CC=C5P(C=7C=CC=CC7)C=8C=CC=CC8 (BINAP). The reagents and catalysts are C=1C=CC(=CC1)/C=C/C(=O)/C=C/C2=CC=CC=C2.C=1C=CC(=CC1)/C=C/C(=O)/C=C/C2=CC=CC=C2.C=1C=CC(=CC1)/C=C/C(=O)/C=C/C2=CC=CC=C2.[Pd].[Pd] (tris(dibenzylideneacetone)dipalladium(0)). The solvent is C1(=CC=CC=C1)C (toluene), CCOC(=O)C (EtOAc), CN(C)C=O (DMF). Conditions: temperature 95 celsius, time 16 hour. Yields the product ClC1=C(C2=C(CCN(CC2)C(C(F)(F)F)=O)C=C1)NCC1=CC=C(C=C1)C=1N=C(OC1)NC (7-chloro-6-[4-(2-methylamino-oxazol-4-yl)-benzylamino]-3-(2,2,2-trifluoroacetyl)-2,3,4,5-tetrahydro-1H-benzo[d]azepine). Yield: 19.6%. Reaction SMILES: Cl.[CH3:2][NH:3][C:4]1[O:5][CH:6]=[C:7]([C:9]2[CH:16]=[CH:15][C:12]([CH2:13][NH2:14])=[CH:11][CH:10]=2)[N:8]=1.[Cl:17][C:18]1[CH:34]=[CH:33][C:21]2[CH2:22][CH2:23][N:24]([C:27](=[O:32])[C:28]([F:31])([F:30])[F:29])[CH2:25][CH2:26][C:20]=2[C:19]=1OS(C(F)(F)F)(=O)=O.C1C=CC(P(C2C(C3C(P(C4C=CC=CC=4)C4C=CC=CC=4)=CC=C4C=3C=CC=C4)=C3C(C=CC=C3)=CC=2)C2C=CC=CC=2)=CC=1.C(=O)([O-])[O-].[Cs+].[Cs+]>C1(C)C=CC=CC=1.CN(C=O)C.CCOC(C)=O.C1C=CC(/C=C/C(/C=C/C2C=CC=CC=2)=O)=CC=1.C1C=CC(/C=C/C(/C=C/C2C=CC=CC=2)=O)=CC=1.C1C=CC(/C=C/C(/C=C/C2C=CC=CC=2)=O)=CC=1.[Pd].[Pd]>[Cl:17][C:18]1[CH:34]=[CH:33][C:21]2[CH2:22][CH2:23][N:24]([C:27](=[O:32])[C:28]([F:29])([F:31])[F:30])[CH2:25][CH2:26][C:20]=2[C:19]=1[NH:14][CH2:13][C:12]1[CH:15]=[CH:16][C:9]([C:7]2[N:8]=[C:4]([NH:3][CH3:2])[O:5][CH:6]=2)=[CH:10][CH:11]=1 |f:0.1,4.5.6,10.11.12.13.14|. Procedure details: Slurry 4-(2-methylamino-oxazol-4-yl)-benzylamine hydrochloride (485 mg, 1.8 mmol) in toluene (10 mL) and DMF (1 mL) at 90° C. under a nitrogen atmosphere. Degass and place under vacuum then purge with nitrogen three times. Add 7-chloro-3-(2,2,2-trifluoroacetyl)-6-trifluoromethanesulfonyloxy-2,3,4,5-tetrahydro-1H-benzo[d]azepine (0:5 g, 1.17 mmol), tris(dibenzylideneacetone)dipalladium(0) (161 mg, 0.18 mmol), BINAP (219 mg, 0.35 mmol) and cesium carbonate (1.6 g, 4.9 mmol) to the slurry at 90° C.... Reactants: CN(CCOC1=CC=C(C=C1)C(=C(C(F)(F)F)C1=CC=C(C=C1)OCOC)C1=CC=CC=C1)C (1-[4-(2-dimethylamino-ethoxy)-phenyl]-1-phenyl-3,3,3-trifluoro-2-[4-(methoxy-methoxy)-phenyl]-propene), Cl (hydrochloric acid). Product: Cl.CN(CCOC1=CC=C(C=C1)C(=C(C(F)(F)F)C1=CC=C(C=C1)O)C1=CC=CC=C1)C (1-[4-(2-dimethylamino-ethoxy)-phenyl]-1-phenyl-3,3,3-trifluoro-2-(4-hydroxyphenyl)-propene hydrochloride). The yield is 74.0%. RXN SMILES: [CH3:1][N:2]([CH3:34])[CH2:3][CH2:4][O:5][C:6]1[CH:11]=[CH:10][C:9]([C:12]([C:28]2[CH:33]=[CH:32][CH:31]=[CH:30][CH:29]=2)=[C:13]([C:18]2[CH:23]=[CH:22][C:21]([O:24]COC)=[CH:20][CH:19]=2)[C:14]([F:17])([F:16])[F:15])=[CH:8][CH:7]=1.[ClH:35]>>[ClH:35].[CH3:34][N:2]([CH3:1])[CH2:3][CH2:4][O:5][C:6]1[CH:7]=[CH:8][C:9]([C:12]([C:28]2[CH:33]=[CH:32][CH:31]=[CH:30][CH:29]=2)=[C:13]([C:18]2[CH:19]=[CH:20][C:21]([OH:24])=[CH:22][CH:23]=2)[C:14]([F:16])([F:17])[F:15])=[CH:10][CH:11]=1 |f:2.3|. Procedure details: 0.76 g (1.62 mmoles) of 1-[4-(2-dimethylamino-ethoxy)-phenyl]-1-phenyl-3,3,3-trifluoro-2-[4-(methoxy-methoxy)-phenyl]-propene are dissolved in 8 ml of a 1% methanolic hydrochloric acid. The solution is heated for 0.5 hour, then evaporated, and the product is crystallized from isopropanol. 0.56 g (74%) of the aimed compound is obtained; m.p.: 196°-220° C. Starting materials: COc1cc(OCc2ccccc2)cc(C(=O)Nc2cc3c(cc2C(C)=O)OCO3)c1, C1COCCO1, [Na+], [OH-]. The product is COc1cc(OCc2ccccc2)cc(C2=Nc3cc4c(cc3C(=O)C2)OCO4)c1. Reaction SMILES: [C:1]([CH3:2])(=[O:3])[c:4]1[c:5]([NH:13][C:14]([c:15]2[cH:16][c:17]([O:23][CH2:24][c:25]3[cH:26][cH:27][cH:28][cH:29][cH:30]3)[cH:18][c:19]([O:21][CH3:22])[cH:20]2)=[O:31])[cH:6][c:7]2[c:8]([cH:12]1)[O:9][CH2:10][O:11]2.[CH2:34]1[O:35][CH2:36][CH2:37][O:38][CH2:39]1.[Na+:33].[OH-:32]>>[C:1]1(=[O:3])[CH2:2][C:14]([c:15]2[cH:16][c:17]([O:23][CH2:24][c:25]3[cH:26][cH:27][cH:28][cH:29][cH:30]3)[cH:18][c:19]([O:21][CH3:22])[cH:20]2)=[N:13][c:5]2[c:4]1[cH:12][c:8]1[c:7]([cH:6]2)[O:11][CH2:10][O:9]1. Starting materials: CC(=O)O, O=[N+]([O-])O, CC1=CC(C)C2CC(C)(CO)OC2=C1C. Yields the product CC1=C2OC(C)(CO)CC2C(C)C([N+](=O)[O-])=C1C. RXN SMILES: [CH3:20][C:21](=[O:22])[OH:23].[OH:16][N+:17]([O-:18])=[O:19].[OH:1][CH2:2][C:3]1([CH3:15])[O:4][C:5]2=[C:11]([CH3:12])[C:10]([CH3:13])=[CH:9][CH:8]([CH3:14])[CH:6]2[CH2:7]1>>[OH:1][CH2:2][C:3]1([CH3:15])[O:4][C:5]2=[C:11]([CH3:12])[C:10]([CH3:13])=[C:9]([N+:17](=[O:16])[O-:18])[CH:8]([CH3:14])[CH:6]2[CH2:7]1. The reactants are O=S(=O)(O)Cl, ClCCl, O=c1[nH]c2ccccc2[nH]1. The product is O=c1[nH]c2ccc(S(=O)(=O)Cl)cc2[nH]1. RXN SMILES: [Cl:11][S:12](=[O:13])(=[O:14])[OH:15].[Cl:16][CH2:17][Cl:18].[nH:1]1[c:2](=[O:10])[nH:3][c:4]2[c:5]1[cH:6][cH:7][cH:8][cH:9]2>>[nH:1]1[c:2](=[O:10])[nH:3][c:4]2[c:5]1[cH:6][c:7]([S:12]([Cl:11])(=[O:13])=[O:14])[cH:8][cH:9]2.